Dataset: the Open Reaction Database (ORD), a public repository of structured organic reaction records. Task: describe an organic reaction: reactants, conditions, products, and yield Reactants: C(C)(C)N(CC)C(C)C (diisopropylethylamine), FC(C1=NC=C(C(=O)Cl)C=C1)(F)F (6-(trifluoromethyl)nicotinoyl chloride), Intermediate 4, Cl.CNOC (N,O-dimethylhydroxylamine hydrochloride). Run in ClCCl (dichloromethane). Reaction conditions: temperature 7 celsius. Yields the product CON(C(C1=CN=C(C=C1)C(F)(F)F)=O)C (N-methoxy-N-methyl-6-(trifluoromethyl)nicotinamide). RXN SMILES: [F:1][C:2]([F:13])([F:12])[C:3]1[CH:11]=[CH:10][C:6]([C:7](Cl)=[O:8])=[CH:5][N:4]=1.Cl.[CH3:15][NH:16][O:17][CH3:18].C(N(C(C)C)CC)(C)C>ClCCl>[CH3:18][O:17][N:16]([CH3:15])[C:7](=[O:8])[C:6]1[CH:10]=[CH:11][C:3]([C:2]([F:13])([F:12])[F:1])=[N:4][CH:5]=1 |f:1.2|. Procedure: To a 1 L 3-neck flask equipped with an overhead stirrer, Claisen adaptor, nitrogen bubbler, 125 mL addition funnel, and thermocouple was added 6-(trifluoromethyl)nicotinoyl chloride (49.3 g, 235 mmol, Intermediate 4: step a), dichloromethane (493 mL), and N,O-dimethylhydroxylamine hydrochloride (25.63 g, 258.8 mmol). After the mixture was cooled to 7° C., diisopropylethylamine (90.26 mL, 517.6 mmol) was added such that the addition temperature did not exceed 16° C. After the addition, the reacti... Starting materials: CCCCCC, CN(C)C=O, CC(C)OC(=O)c1cc(N=C=O)c(F)cc1Cl, [H-], CCOC(=O)C=C(N)C(F)(F)F, [Na+]. Product: CCOC(=O)C=C(NC(=O)Nc1cc(C(=O)OC(C)C)c(Cl)cc1F)C(F)(F)F. RXN SMILES: [CH3:32][CH2:33][CH2:34][CH2:35][CH2:36][CH3:37].[CH3:38][N:39]([CH3:40])[CH:41]=[O:42].[Cl:15][c:16]1[c:17]([C:18](=[O:19])[O:20][CH:21]([CH3:22])[CH3:23])[cH:24][c:25]([N:29]=[C:30]=[O:31])[c:26]([F:28])[cH:27]1.[H-:13].[NH2:1][C:2](=[CH:3][C:4](=[O:5])[O:6][CH2:7][CH3:8])[C:9]([F:10])([F:11])[F:12].[Na+:14]>>[NH:1]([C:2](=[CH:3][C:4](=[O:5])[O:6][CH2:7][CH3:8])[C:9]([F:10])([F:11])[F:12])[C:30]([NH:29][c:25]1[cH:24][c:17]([C:18](=[O:19])[O:20][CH:21]([CH3:22])[CH3:23])[c:16]([Cl:15])[cH:27][c:26]1[F:28])=[O:31]. Starting materials: C(C(=O)Cl)(=O)Cl (oxalyl chloride), CS(=O)C (DMSO), [N+](=O)([O-])CCCC(=O)N (4-nitro-butyramide), FCCO (2-fluoroethanol). Solvent: CCN(CC)CC (Et3N), ClCCl (dichloromethane), C(Cl)Cl.C1CCOC1 (CH2Cl2 THF), ClCCl (dichloromethane). Conditions: temperature 0 celsius. Yields the product FCC(C(CCC(=O)N)[N+](=O)[O-])O (6-Fluoro-5-Hydroxy-4-Nitro-Hexanoic Acid Amide). Yield: 41.2%. Reaction SMILES: C(Cl)(=O)C(Cl)=O.CS(C)=O.[F:11][CH2:12][CH2:13][OH:14].[N+:15]([CH2:18][CH2:19][CH2:20][C:21]([NH2:23])=[O:22])([O-:17])=[O:16]>ClCCl.C(Cl)Cl.C1COCC1.CCN(CC)CC>[F:11][CH2:12][CH:13]([OH:14])[CH:18]([N+:15]([O-:17])=[O:16])[CH2:19][CH2:20][C:21]([NH2:23])=[O:22] |f:5.6|. Reported procedure: To a solution of oxalyl chloride (5.29 g, 41.4 mmol) in anhydrous dichloromethane (30 mL) at −78° C. was added anhydrous DMSO (6.2 mL, 87.4 mmol) dropwise with stirring in such a rate that the temperature was kept at −50 to −60° C. The solution was stirred for 15 min, then 2-fluoroethanol (1.62 mL, 27.6 mmol) was added dropwise and it was stirred for 15 min, diluted with dichloromethane (100 mL), followed by addition of dry Et3N (13.5 mL). The reaction mixture was stirred for 15 min, then allowe... The reactants are 5-N, Cl (hydrogen chloride), C(C)(=O)NC1CCC=2NC3=C(C=CC=C3C2C1)F (3-Acetamido-8-fluoro-1,2,3,4-tetrahydrocarbazole), C(C)(=O)NC1CCC(CC1)=O (4-acetamidocyclohexanone), Cl.FC1=C(C=CC=C1)NN (2-fluorophenylhydrazine hydrochloride). The solvent is C(C)O (ethyl alcohol), C(C)O (ethyl alcohol). The product is C(C)NC1CCC=2NC3=C(C=CC=C3C2C1)F (3-(Ethylamino)-8-fluoro-1,2,3,4-tetrahydrocarbazole). As a reaction SMILES: [C:1]([NH:4][CH:5]1[CH2:17][C:16]2[C:15]3[C:10](=[C:11]([F:18])[CH:12]=[CH:13][CH:14]=3)[NH:9][C:8]=2[CH2:7][CH2:6]1)(=O)[CH3:2].C(NC1CCC(=O)CC1)(=O)C.Cl.FC1C=CC=CC=1NN.Cl>C(O)C>[CH2:1]([NH:4][CH:5]1[CH2:17][C:16]2[C:15]3[C:10](=[C:11]([F:18])[CH:12]=[CH:13][CH:14]=3)[NH:9][C:8]=2[CH2:7][CH2:6]1)[CH3:2] |f:2.3|. Reported procedure: 3-Acetamido-8-fluoro-1,2,3,4-tetrahydrocarbazole -- A solution of 7.8 g. of 4-acetamidocyclohexanone and 8.1 g. of 2-fluorophenylhydrazine hydrochloride in 75 ml. of absolute ethyl alcohol and 25 ml. of 5-N hydrogen chloride in absolute ethyl alcohol was heated under reflux for two hours, cooled, filtered, and the filtrate was evaporated to dryness. The residue was dissolved in chloroform and adsorbed on a column of aluminum oxide. Dilution with ether yielded first a small amount of side-product... Starting materials: ClC=1C=C(C(=O)O)C=CC1C(NC1=CC(=C(C=C1)Cl)C1=NC=CC=C1)=O (3-chloro-4-(4-chloro-3-(pyridin-2-yl)phenylcarbamoyl)benzoic acid), NC=1SCCN1 (2-amino-4,5-dihydrothiazole). Yields the product ClC1=C(C(=O)NC2=CC(=C(C=C2)Cl)C2=NC=CC=C2)C=CC(=C1)C(=O)NC=1SCCN1 (2-chloro-N1-(4-chloro-3-(pyridin-2-yl)phenyl)-N4-(4,5-dihydrothiazol-2-yl)terephthalamide). As a reaction SMILES: [Cl:1][C:2]1[CH:3]=[C:4]([CH:8]=[CH:9][C:10]=1[C:11](=[O:26])[NH:12][C:13]1[CH:18]=[CH:17][C:16]([Cl:19])=[C:15]([C:20]2[CH:25]=[CH:24][CH:23]=[CH:22][N:21]=2)[CH:14]=1)[C:5](O)=[O:6].[NH2:27][C:28]1[S:29][CH2:30][CH2:31][N:32]=1>>[Cl:1][C:2]1[CH:3]=[C:4]([C:5]([NH:27][C:28]2[S:29][CH2:30][CH2:31][N:32]=2)=[O:6])[CH:8]=[CH:9][C:10]=1[C:11]([NH:12][C:13]1[CH:18]=[CH:17][C:16]([Cl:19])=[C:15]([C:20]2[CH:25]=[CH:24][CH:23]=[CH:22][N:21]=2)[CH:14]=1)=[O:26]. Procedure: 50 mg of 3-chloro-4-(4-chloro-3-(pyridin-2-yl)phenylcarbamoyl)benzoic acid was coupled to 2-amino-4,5-dihydrothiazole via Procedure G. The product was purified on reverse phase HPLC to yield 2-chloro-N1-(4-chloro-3-(pyridin-2-yl)phenyl)-N4-(4,5-dihydrothiazol-2-yl)terephthalamide. Starting materials: Fc1cccc2cccnc12, O, O=[N+]([O-])O, O=S(=O)(O)O. Yields the product O=[N+]([O-])c1ccc(F)c2ncccc12. As a reaction SMILES: [F:10][c:11]1[cH:12][cH:13][cH:14][c:15]2[cH:16][cH:17][cH:18][n:19][c:20]12.[OH2:21].[OH:1][N+:2]([O-:3])=[O:4].[S:5](=[O:6])(=[O:7])([OH:8])[OH:9]>>[O-:1][N+:2](=[O:4])[c:14]1[cH:13][cH:12][c:11]([F:10])[c:20]2[c:15]1[cH:16][cH:17][cH:18][n:19]2. Starting materials: CC(C)(C)[Si](C)(C)Cl, C=CC(O)C(CC(C)C)NC(=O)OC(C)(C)C, CCOC(C)=O, CN(C)C=O, c1c[nH]cn1. The product is C=CC(O[Si](C)(C)C(C)(C)C)C(CC(C)C)NC(=O)OC(C)(C)C. RXN SMILES: [C:18]([CH3:19])([CH3:20])([CH3:21])[Si:22]([Cl:23])([CH3:24])[CH3:25].[C:1]([CH3:2])([CH3:3])([CH3:4])[O:5][C:6](=[O:7])[NH:8][CH:9]([CH:10]([CH:11]=[CH2:12])[OH:13])[CH2:14][CH:15]([CH3:16])[CH3:17].[CH3:31][CH2:32][O:33][C:34](=[O:35])[CH3:36].[O:37]=[CH:38][N:39]([CH3:40])[CH3:41].[nH:26]1[cH:27][cH:28][n:29][cH:30]1>>[C:1]([CH3:2])([CH3:3])([CH3:4])[O:5][C:6](=[O:7])[NH:8][CH:9]([CH:10]([CH:11]=[CH2:12])[O:13][Si:22]([C:18]([CH3:19])([CH3:20])[CH3:21])([CH3:24])[CH3:25])[CH2:14][CH:15]([CH3:16])[CH3:17]. Product: C(C1=CC=CC=C1)OCC1(CCC1)C(=O)OCC (Ethyl 1-benzyloxymethylcyclobutanecarboxylate). Solvent: C1CCOC1 (THF), C1CCOC1 (THF), C1CCOC1 (THF), O (water). Reaction SMILES: C([Li])CCC.C(NC(C)C)(C)C.CN(P(N(C)C)(N(C)C)=O)C.[CH:24]1([C:28]([O:30][CH2:31][CH3:32])=[O:29])[CH2:27][CH2:26][CH2:25]1.Cl[CH2:34][O:35][CH2:36][C:37]1[CH:42]=[CH:41][CH:40]=[CH:39][CH:38]=1>C1COCC1.O>[CH2:36]([O:35][CH2:34][C:24]1([C:28]([O:30][CH2:31][CH3:32])=[O:29])[CH2:27][CH2:26][CH2:25]1)[C:37]1[CH:42]=[CH:41][CH:40]=[CH:39][CH:38]=1. Procedure: n-Butyl lithium solution (2.20M in hexane, 23.2 ml, 51 mmol) was added via a syringe under nitrogen to a stirred solution of di-i-propylamine (5.13 g, 51 mmol) and HMPA (3.5 ml, 20 mmol) in THF (100 ml) at 0° C. The resulting mixture was stirred at 0° C. for 10 minutes, cooled to -78° C., added a solution of ethyl cyclobutanecarboxylate (5 g, 39 mmol) in THF (10 ml) via a dropping funnel. The resulting mixture was stirred at -78° C. for 0.5 hour, then warmed to 0° C. and stirred for 0.5 hour. Th... Reaction conditions: temperature 0 celsius, time 10 minute. Starting materials: C1(CCC1)C(=O)OCC (ethyl cyclobutanecarboxylate), C(CCC)[Li] (n-Butyl lithium), C(C)(C)NC(C)C (di-i-propylamine), CN(C)P(=O)(N(C)C)N(C)C (HMPA), ClCOCC1=CC=CC=C1 (benzyl chloromethyl ether). The reactants are BrC=1SC(=C(N1)C(NC=1C=NN(C1[C@H]1OC[C@@H]([C@@H](CC1)NC(=O)OC(C)(C)C)OC)C)=O)NC(OC(C)(C)C)=O (tert-butyl N-[2-bromo-4-[[5-[(2S,5R,6R)-5-(tert-butoxycarbonylamino)-6-methoxy-oxepan-2-yl]-1-methyl-pyrazol-4-yl]carbamoyl]thiazol-5-yl]carbamate), BrC=1SC(=C(N1)C(NC=1C=NN(C1[C@H]1OC[C@@H]([C@@H](CC1)NC(=O)OC(C)(C)C)OC)C)=O)NC(OC(C)(C)C)=O (tert-butyl N-[2-bromo-4-[[5-[(2S,5R,6R)-5-(tert-butoxycarbonylamino)-6-methoxy-oxepan-2-yl]-1-methyl-pyrazol-4-yl]carbamoyl]thiazol-5-yl]carbamate), FC1=C(C(=CC=C1F)F)B(O)O ((2,3,6-trifluorophenyl)boronic acid). The product is NC1=C(N=C(S1)C1=C(C(=CC=C1F)F)F)C(=O)NC=1C=NN(C1[C@H]1OC[C@@H]([C@@H](CC1)N)OC)C (5-amino-N-(5-((2S,5R,6R)-5-amino-6-methoxyoxepan-2-yl)-1-methyl-1H-pyrazol-4-yl)-2-(2,3,6-trifluorophenyl)thiazole-4-carboxamide). Reaction SMILES: Br[C:2]1[S:3][C:4]([NH:33]C(=O)OC(C)(C)C)=[C:5]([C:7](=[O:32])[NH:8][C:9]2[CH:10]=[N:11][N:12]([CH3:31])[C:13]=2[C@@H:14]2[CH2:20][CH2:19][C@@H:18]([NH:21]C(OC(C)(C)C)=O)[C@@H:17]([O:29][CH3:30])[CH2:16][O:15]2)[N:6]=1.[F:41][C:42]1[C:47]([F:48])=[CH:46][CH:45]=[C:44]([F:49])[C:43]=1B(O)O>>[NH2:33][C:4]1[S:3][C:2]([C:43]2[C:44]([F:49])=[CH:45][CH:46]=[C:47]([F:48])[C:42]=2[F:41])=[N:6][C:5]=1[C:7]([NH:8][C:9]1[CH:10]=[N:11][N:12]([CH3:31])[C:13]=1[C@@H:14]1[CH2:20][CH2:19][C@@H:18]([NH2:21])[C@@H:17]([O:29][CH3:30])[CH2:16][O:15]1)=[O:32]. Procedure details: Following the procedure for Example 101 starting from tert-butyl N-[2-bromo-4-[[5-[(2S,5R,6R)-5-(tert-butoxycarbonylamino)-6-methoxy-oxepan-2-yl]-1-methyl-pyrazol-4-yl]carbamoyl]thiazol-5-yl]carbamate (Intermediate 98), and replacing 3,6-dihydro-2H-pyran-4-boronic acid pinacol ester with (2,3,6-trifluorophenyl)boronic acid gave 262. 1H NMR (400 MHz, DMSO-d6) δ 9.60 (s, 1H), 7.91 (s, 1H), 7.66-7.53 (m, 3H), 7.37-7.26 (m, 1H), 5.08 (t, J=5.6 Hz, 1H), 3.92-3.71 (m, 2H), 3.69 (s, 3H), 3.46-3.33 (m, ...